Dataset: the Open Reaction Database (ORD), a public repository of structured organic reaction records. Task: describe an organic reaction: reactants, conditions, products, and yield Reactants: [OH-].[Na+] (sodium hydroxide), C(C)O (ethanol), NC=1C(N(C(=CC1S(=O)(=O)C1=CC=CC=C1)C)CC(=O)OC)=O (methyl 3-amino-6-methyl-2-oxo-4-(phenylsulphonyl)-1,2-dihydropyridine-1-acetate). Solvent: ClCCl (dichloromethane). Reaction conditions: time 2 hour. The product is NC=1C(N(C(=CC1S(=O)(=O)C1=CC=CC=C1)C)CC(=O)O)=O (3-Amino-6-methyl-2-oxo-4-(phenylsulphonyl)-1,2-dihydropyridine-1-acetic Acid). RXN SMILES: [OH-].[Na+].C(O)C.[NH2:6][C:7]1[C:8](=[O:28])[N:9]([CH2:23][C:24]([O:26]C)=[O:25])[C:10]([CH3:22])=[CH:11][C:12]=1[S:13]([C:16]1[CH:21]=[CH:20][CH:19]=[CH:18][CH:17]=1)(=[O:15])=[O:14]>ClCCl>[NH2:6][C:7]1[C:8](=[O:28])[N:9]([CH2:23][C:24]([OH:26])=[O:25])[C:10]([CH3:22])=[CH:11][C:12]=1[S:13]([C:16]1[CH:21]=[CH:20][CH:19]=[CH:18][CH:17]=1)(=[O:14])=[O:15] |f:0.1|. Procedure: 5.7 ml of a 1 N aqueous sodium hydroxide solution and 5.7 ml of ethanol are added to 1.6 g (4.76 mmol) of methyl 3-amino-6-methyl-2-oxo-4-(phenylsulphonyl)-1,2-dihydropyridine-1-acetate. 1.5 ml of dichloromethane are then introduced and the mixture is kept stirred for 2 hours at room temperature. The reaction medium is concentrated under vacuum and 8 ml of water and 5.8 ml of a 1 N aqueous hydrochloric acid solution are added. The precipitate is filtered, it is rinsed with water and it is dried ... Reactants: C(C)(=O)OCC (ethyl acetate), BrCC#N (Bromoacetonitrile), C([O-])([O-])=O.[K+].[K+] (potassium carbonate), NC=1C=C(C=C(C1OC)C(C)(C)C)C(C)=O (1-[3-amino-5-(tert-butyl)-4-methoxyphenyl]-1-ethanone). Solvent: CN(C=O)C (dimethylformamide). Conditions: temperature 70 celsius, time 3 hour. The product is C(C)(=O)C=1C=C(C(=C(NCC#N)C1)OC)C(C)(C)C ([5-Acetyl-3-(tert-butyl)-2-methoxyanilino]methyl cyanide). As a reaction SMILES: Br[CH2:2][C:3]#[N:4].C(=O)([O-])[O-].[K+].[K+].[NH2:11][C:12]1[CH:13]=[C:14]([C:24](=[O:26])[CH3:25])[CH:15]=[C:16]([C:20]([CH3:23])([CH3:22])[CH3:21])[C:17]=1[O:18][CH3:19].C(OCC)(=O)C>CN(C)C=O>[C:24]([C:14]1[CH:15]=[C:16]([C:20]([CH3:21])([CH3:22])[CH3:23])[C:17]([O:18][CH3:19])=[C:12]([CH:13]=1)[NH:11][CH2:2][C:3]#[N:4])(=[O:26])[CH3:25] |f:1.2.3|. Procedure details: Bromoacetonitrile (6 ml) and potassium carbonate (1.4 g) were added to a solution of 1-[3-amino-5-(tert-butyl)-4-methoxyphenyl]-1-ethanone (2.0 g, 9.0 mmol) in dimethylformamide (50 ml) and the mixture was stirred at 70° C. for 3 hours. The reaction mixture was cooled to room temperature, ethyl acetate was added, washed was performed with water and brine in that order, the organic layer was dried over anhydrous magnesium sulfate and the solvent was distilled off under reduced pressure. The resid... Starting materials: CN(C)C=O, CC(C)(CO)c1ccncc1, [H-], CI, [Na+], O. Yields the product COCC(C)(C)c1ccncc1. As a reaction SMILES: [CH3:17][N:18]([CH3:19])[CH:20]=[O:21].[CH3:1][C:2]([CH2:3][OH:4])([CH3:5])[c:6]1[cH:7][cH:8][n:9][cH:10][cH:11]1.[H-:12].[I:14][CH3:15].[Na+:13].[OH2:16]>>[CH3:1][C:2]([CH2:3][O:4][CH3:15])([CH3:5])[c:6]1[cH:7][cH:8][n:9][cH:10][cH:11]1. Product: COc1ccc(-c2cc3c(s2)C(=O)N(c2ccc(C(=O)O)c(OC)c2)CC3)cc1. Reactants: COC(=O)c1ccc(N2CCc3cc(-c4ccc(OC)cc4)sc3C2=O)cc1OC, Cl, [Li+], C1COCCO1, [OH-], O, O. RXN SMILES: [CH3:1][O:2][C:3]([c:4]1[c:5]([O:28][CH3:29])[cH:6][c:7]([N:10]2[C:11](=[O:27])[c:12]3[c:13]([cH:16][c:17](-[c:19]4[cH:20][cH:21][c:22]([O:25][CH3:26])[cH:23][cH:24]4)[s:18]3)[CH2:14][CH2:15]2)[cH:8][cH:9]1)=[O:30].[ClH:34].[Li+:33].[O:35]1[CH2:36][CH2:37][O:38][CH2:39][CH2:40]1.[OH-:32].[OH2:31].[OH2:41]>>[O:2]=[C:3]([c:4]1[c:5]([O:28][CH3:29])[cH:6][c:7]([N:10]2[C:11](=[O:27])[c:12]3[c:13]([cH:16][c:17](-[c:19]4[cH:20][cH:21][c:22]([O:25][CH3:26])[cH:23][cH:24]4)[s:18]3)[CH2:14][CH2:15]2)[cH:8][cH:9]1)[OH:30]. The reactants are CN1CCC(CC1)C1(C2=CC=CC=C2SC=2C=CC(=CC12)SC(F)(F)F)O (1-methyl-4-(2-trifluoromethylthio-9-hydroxy-thioxanthen-9-yl)piperidine), FC(C(=O)OC(C(F)(F)F)=O)(F)F (trifluoroacetic anhydride), FC(C(=O)O)(F)F (trifluoroacetic acid). Yields the product CN1CCC(CC1)=C1C2=CC=CC=C2SC=2C=CC(=CC12)SC(F)(F)F (1-methyl-4-[2-(trifluoromethylthio)thioxanthen-9-ylidene]piperidine). RXN SMILES: [CH3:1][N:2]1[CH2:7][CH2:6][CH:5]([C:8]2(O)[C:21]3[CH:20]=[C:19]([S:22][C:23]([F:26])([F:25])[F:24])[CH:18]=[CH:17][C:16]=3[S:15][C:14]3[C:9]2=[CH:10][CH:11]=[CH:12][CH:13]=3)[CH2:4][CH2:3]1.FC(F)(F)C(OC(=O)C(F)(F)F)=O.FC(F)(F)C(O)=O>>[CH3:1][N:2]1[CH2:7][CH2:6][C:5](=[C:8]2[C:21]3[CH:20]=[C:19]([S:22][C:23]([F:25])([F:24])[F:26])[CH:18]=[CH:17][C:16]=3[S:15][C:14]3[C:9]2=[CH:10][CH:11]=[CH:12][CH:13]=3)[CH2:4][CH2:3]1. Procedure details: A solution of 3.29 g. of 1-methyl-4-(2-trifluoromethylthio-9-hydroxy-thioxanthen-9-yl)piperidine in 15 ml. of trifluoroacetic anhydride and 30 ml. of trifluoroacetic acid is stirred and refluxed for 2.5 hours. The solution is evaporated to dryness. The residue is dissolved in benzene and is washed with 10% sodium hydroxide to make the free base form. The benzene is washed with water, dried over magnesium sulfate, filtered and the benzene is removed on a rotary evaporator. The residue is recrysta... Starting materials: C1=Cc2ccccc2C1, [Li]CCCC, CC1=Cc2cccc([Si](C)(C)Cl)c2C1, N#C[Cu], O. Product: CC1=Cc2cccc([Si](C)(C)C3C=Cc4ccccc43)c2C1. Reaction SMILES: [CH2:1]1[CH:2]=[CH:3][c:4]2[cH:5][cH:6][cH:7][cH:8][c:9]21.[CH3:10][CH2:11][CH2:12][CH2:13][Li:14].[Cl:18][Si:19]([c:20]1[cH:21][cH:22][cH:23][c:24]2[c:28]1[CH2:27][C:26]([CH3:29])=[CH:25]2)([CH3:30])[CH3:31].[Cu:15][C:16]#[N:17].[OH2:32]>>[CH:1]1([Si:19]([c:20]2[cH:21][cH:22][cH:23][c:24]3[c:28]2[CH2:27][C:26]([CH3:29])=[CH:25]3)([CH3:30])[CH3:31])[CH:2]=[CH:3][c:4]2[cH:5][cH:6][cH:7][cH:8][c:9]21. Reactants: COC=1C=C(C=C(C1)OC)C1=NN(C=2NC(C=C(C21)C)=O)C (3-(3,5-dimethoxyphenyl)-1,4-dimethyl-1H-pyrazolo[3,4-b]pyridin-6(7H)-one), CCN(C(C)C)C(C)C (DIPEA), BrCC(=O)OCC (ethyl 2-bromoacetate), O (water). Run in CN(C)C=O (DMF). Reaction conditions: temperature 90 celsius, time 1 hour. Product: COC=1C=C(C=C(C1)OC)C1=NN(C2=NC(=CC(=C21)C)OCC(=O)OCC)C (Ethyl 2-((3-(3,5-dimethoxyphenyl)-1,4-dimethyl-1H-pyrazolo[3,4-b]pyridin-6-yl)oxy)acetate). Yield: 70.7%. As a reaction SMILES: [CH3:1][O:2][C:3]1[CH:4]=[C:5]([C:11]2[C:19]3[C:18]([CH3:20])=[CH:17][C:16](=[O:21])[NH:15][C:14]=3[N:13]([CH3:22])[N:12]=2)[CH:6]=[C:7]([O:9][CH3:10])[CH:8]=1.CCN(C(C)C)C(C)C.Br[CH2:33][C:34]([O:36][CH2:37][CH3:38])=[O:35].O>CN(C=O)C>[CH3:1][O:2][C:3]1[CH:4]=[C:5]([C:11]2[C:19]3[C:14](=[N:15][C:16]([O:21][CH2:33][C:34]([O:36][CH2:37][CH3:38])=[O:35])=[CH:17][C:18]=3[CH3:20])[N:13]([CH3:22])[N:12]=2)[CH:6]=[C:7]([O:9][CH3:10])[CH:8]=1. Reported procedure: To a stirred solution of 3-(3,5-dimethoxyphenyl)-1,4-dimethyl-1H-pyrazolo[3,4-b]pyridin-6(7H)-one (1.0 g, 3.34 mmol) in DMF (5 ml) were added DIPEA (1.17 ml, 6.68 mmol) and ethyl 2-bromoacetate (0.56 ml, 5.01 mmol). After stirring at 90° C. for 1 h the mixture was cooled to rt, water was added and extracted three times with CH2Cl2. The organic phases were dried over Na2SO4, filtered and concentrated under reduced pressure. The resulting crude product was purified by column chromatography (eluent...